From a dataset of the Open Reaction Database (ORD), a public repository of structured organic reaction records. describe an organic reaction: reactants, conditions, products, and yield Starting materials: [BH4-].[Na+] (Sodium borohydride), CC1(N=CC2=CC(=CC=C2C1)[N+](=O)[O-])C (3,4-dihydro-3,3-dimethyl-7-nitroisoquinoline), resultant solution. Run in CO (methanol). The product is CC1(NCC2=CC(=CC=C2C1)[N+](=O)[O-])C (3,3-Dimethyl-7-nitro-1,2,3,4-tetrahydroisoquinoline). Yield: 89.3%. As a reaction SMILES: [BH4-].[Na+].[CH3:3][C:4]1([CH3:17])[CH2:13][C:12]2[C:7](=[CH:8][C:9]([N+:14]([O-:16])=[O:15])=[CH:10][CH:11]=2)[CH:6]=[N:5]1>CO>[CH3:3][C:4]1([CH3:17])[CH2:13][C:12]2[C:7](=[CH:8][C:9]([N+:14]([O-:16])=[O:15])=[CH:10][CH:11]=2)[CH2:6][NH:5]1 |f:0.1|. Procedure details: Sodium borohydride (1.57 g; 41.38 mmol) was added portionwise to a solution of 3,4-dihydro-3,3-dimethyl-7-nitroisoquinoline (4.22 g; 20.69 mmol) in methanol (150 ml). The resultant solution was stirred at 25° C. for 2 h. The methanol was evaporated in vacuo and the residue partitioned between water and dichloromethane. The organic layer was dried over sodium sulphate and then evaporated in vacuo to afford the title compound (3.81 g). Yields the product CN(C(=O)c1cc2c(s1)-c1cc(C#N)ccc1OCC2)c1ccc(Cl)cc1Cl. As a reaction SMILES: [C:1](#[N:2])[c:3]1[cH:4][cH:5][c:6]2[c:7]([cH:19]1)-[c:8]1[s:9][c:10]([C:16](=[O:17])[OH:18])[cH:11][c:12]1[CH2:13][CH2:14][O:15]2.[C:36](=[O:37])([O-:38])[O-:39].[CH3:45][C:46]#[N:47].[Cl:20][C:21]([C:22]([Cl:23])=[O:24])=[O:25].[Cl:26][c:27]1[c:28]([NH:29][CH3:30])[cH:31][cH:32][c:33]([Cl:35])[cH:34]1.[Cl:42][CH2:43][Cl:44].[K+:40].[K+:41].[O:48]=[CH:49][N:50]([CH3:51])[CH3:52]>>[C:1](#[N:2])[c:3]1[cH:4][cH:5][c:6]2[c:7]([cH:19]1)-[c:8]1[s:9][c:10]([C:16](=[O:18])[N:29]([c:28]3[c:27]([Cl:26])[cH:34][c:33]([Cl:35])[cH:32][cH:31]3)[CH3:30])[cH:11][c:12]1[CH2:13][CH2:14][O:15]2. Reactants: N#Cc1ccc2c(c1)-c1sc(C(=O)O)cc1CCO2, O=C([O-])[O-], CC#N, O=C(Cl)C(=O)Cl, CNc1ccc(Cl)cc1Cl, ClCCl, [K+], [K+], CN(C)C=O. The reactants are N1=C(C=CC(=C1)C(=O)O)C(=O)O (pyridine-2,5-dicarboxylic acid), acid chloride, C(C1=CC=CC=C1)O (benzyl alcohol). Solvent: S(=O)(Cl)Cl (thionyl chloride). The product is N1=C(C=CC(=C1)C(=O)OCC1=CC=CC=C1)C(=O)OCC1=CC=CC=C1 (Dibenzyl pyridine-2,5-dicarboxylate). Reaction SMILES: [N:1]1[CH:6]=[C:5]([C:7]([OH:9])=[O:8])[CH:4]=[CH:3][C:2]=1[C:10]([OH:12])=[O:11].[CH2:13](O)[C:14]1[CH:19]=[CH:18][CH:17]=[CH:16][CH:15]=1>S(Cl)(Cl)=O>[N:1]1[CH:6]=[C:5]([C:7]([O:9][CH2:13][C:14]2[CH:19]=[CH:18][CH:17]=[CH:16][CH:15]=2)=[O:8])[CH:4]=[CH:3][C:2]=1[C:10]([O:12][CH2:13][C:14]1[CH:19]=[CH:18][CH:17]=[CH:16][CH:15]=1)=[O:11]. Reported procedure: Analogously to Example 1, 20 g of pyridine-2,5-dicarboxylic acid are converted into the acid chloride with 160 ml of thionyl chloride and this is reacted with 25.9 g of benzyl alcohol. The product is recrystallized from ethyl acetate, with the addition of active charcoal. Reaction SMILES: [CH2:1]([c:2]1[cH:3][cH:4][cH:5][cH:6][cH:7]1)[CH:8]1[CH2:9][CH2:10][N:11]([C:14]([C:15](=[O:16])[OH:17])=[O:18])[CH2:12][CH2:13]1.[NH2:19][c:20]1[cH:21][c:22]2[c:23]([nH:24][c:25](=[O:27])[nH:26]2)[cH:28][cH:29]1.[OH2:30]>>[CH2:1]([c:2]1[cH:3][cH:4][cH:5][cH:6][cH:7]1)[CH:8]1[CH2:9][CH2:10][N:11]([C:14]([C:15](=[O:17])[NH:19][c:20]2[cH:21][c:22]3[c:23]([nH:24][c:25](=[O:27])[nH:26]3)[cH:28][cH:29]2)=[O:18])[CH2:12][CH2:13]1. The product is O=C(Nc1ccc2[nH]c(=O)[nH]c2c1)C(=O)N1CCC(Cc2ccccc2)CC1. Reactants: O=C(O)C(=O)N1CCC(Cc2ccccc2)CC1, Nc1ccc2[nH]c(=O)[nH]c2c1, O. The reactants are COc1ccc(N(Cc2cccc(C#N)n2)C2CCN(C(C)CCNC(=O)OC(C)(C)C)CC2)cc1, Cc1cc(C#N)nc(C)c1C(=O)O, CCN=C=NCCCN(C)C, CCN(C(C)C)C(C)C, ClCCl, Cl, O=C(O)C(F)(F)F, CN(C)C=O, On1nnc2ccccc21. Yields the product COc1ccc(N(Cc2cccc(C#N)n2)C2CCN(C(C)CCNC(=O)c3c(C)cc(C#N)nc3C)CC2)cc1. Reaction SMILES: [C:1]([O:2][C:6]([NH:7][CH2:8][CH2:9][CH:10]([CH3:11])[N:12]1[CH2:13][CH2:14][CH:15]([N:18]([c:19]2[cH:20][cH:21][c:22]([O:25][CH3:26])[cH:23][cH:24]2)[CH2:27][c:28]2[n:29][c:30]([C:34]#[N:35])[cH:31][cH:32][cH:33]2)[CH2:16][CH2:17]1)=[O:36])([CH3:3])([CH3:4])[CH3:5].[C:59](#[N:60])[c:61]1[n:62][c:63]([CH3:71])[c:64]([C:65]([OH:66])=[O:67])[c:68]([CH3:70])[cH:69]1.[CH3:37][CH2:38][N:39]=[C:40]=[N:41][CH2:42][CH2:43][CH2:44][N:45]([CH3:46])[CH3:47].[CH:72]([N:73]([CH2:74][CH3:75])[CH:76]([CH3:77])[CH3:78])([CH3:79])[CH3:80].[Cl:81][CH2:82][Cl:83].[ClH:58].[F:84][C:85]([F:86])([F:87])[C:88]([OH:89])=[O:90].[O:91]=[CH:92][N:93]([CH3:94])[CH3:95].[OH:48][n:49]1[c:50]2[c:51]([cH:52][cH:53][cH:54][cH:55]2)[n:56][n:57]1>>[C:6]([NH:7][CH2:8][CH2:9][CH:10]([CH3:11])[N:12]1[CH2:13][CH2:14][CH:15]([N:18]([c:19]2[cH:20][cH:21][c:22]([O:25][CH3:26])[cH:23][cH:24]2)[CH2:27][c:28]2[n:29][c:30]([C:34]#[N:35])[cH:31][cH:32][cH:33]2)[CH2:16][CH2:17]1)(=[O:36])[c:64]1[c:63]([CH3:71])[n:62][c:61]([C:59]#[N:60])[cH:69][c:68]1[CH3:70]. Starting materials: methyl ester, C1=C2C=C3N(C2=CC=C1)CCCC3 (6,7,8,9-tetrahydropyrido[1,2-a]indole), C(=O)(Cl)Cl (phosgene), Formula III, C1=C2C=C3N(C2=CC=C1C(=O)OC)CCCC3 (methyl 6,7,8,9-tetrahydropyrido[1,2-a]indole-2-carboxylate). Product: ClC(=O)C1=C2C=C3N(C2=CC=C1)CCCC3 (1-chloroformyl-6,7,8,9-tetrahydropyrido[1,2-a]indole). Reaction SMILES: [CH:1]1[C:9](C(OC)=O)=[CH:8][CH:7]=[C:6]2[C:2]=1[CH:3]=[C:4]1[CH2:17][CH2:16][CH2:15][CH2:14][N:5]12.C1C=CC=C2C=1C=C1CCCCN12.[C:31](Cl)([Cl:33])=[O:32]>>[Cl:33][C:31]([C:1]1[CH:9]=[CH:8][CH:7]=[C:6]2[C:2]=1[CH:3]=[C:4]1[CH2:17][CH2:16][CH2:15][CH2:14][N:5]12)=[O:32]. Procedure: The methyl ester of Formula III wherein Z is --N(R2)-- and R1 and R2 are together --(CH2)3 --, namely methyl 6,7,8,9-tetrahydropyrido[1,2-a]indole-2-carboxylate, is prepared by reacting 6,7,8,9-tetrahydropyrido[1,2-a]indole with phosgene to form 1-chloroformyl-6,7,8,9-tetrahydropyrido[1,2-a]indole and subsequently converting this product to the methyl ester. A more detailed description of this procedure is set forth in Example 1 of this application. The 6,7,8,9-tetrahydropyrido[1,2-a]indole may ... The reactants are BrN1C(CCC1=O)=O (N-bromosuccinimide), CC(C)(C#N)N=NC(C)(C)C#N (AIBN), C(C)OC(=O)C1=NN(C(=C1C)C1=CC=C(C=C1)Cl)C1=C(C=CC=C1)Cl (1-(2-chloro-phenyl)-5-(4-chloro-phenyl)-4-methyl-1H-pyrazole-3-carboxylic acid ethyl ester). The solvent is C(Cl)(Cl)(Cl)Cl (CCl4). Yields the product C(C)OC(=O)C1=NN(C(=C1CBr)C1=CC=C(C=C1)Cl)C1=C(C=CC=C1)Cl (4-Bromomethyl-1-(2-chloro-phenyl)-5-(4-chloro-phenyl)-1H-pyrazole-3-carboxylic acid ethyl ester). The yield is 64.0%. Reaction SMILES: [CH2:1]([O:3][C:4]([C:6]1[C:10]([CH3:11])=[C:9]([C:12]2[CH:17]=[CH:16][C:15]([Cl:18])=[CH:14][CH:13]=2)[N:8]([C:19]2[CH:24]=[CH:23][CH:22]=[CH:21][C:20]=2[Cl:25])[N:7]=1)=[O:5])[CH3:2].[Br:26]N1C(=O)CCC1=O.CC(N=NC(C#N)(C)C)(C#N)C>C(Cl)(Cl)(Cl)Cl>[CH2:1]([O:3][C:4]([C:6]1[C:10]([CH2:11][Br:26])=[C:9]([C:12]2[CH:17]=[CH:16][C:15]([Cl:18])=[CH:14][CH:13]=2)[N:8]([C:19]2[CH:24]=[CH:23][CH:22]=[CH:21][C:20]=2[Cl:25])[N:7]=1)=[O:5])[CH3:2]. Procedure: A mixture of 1-(2-chloro-phenyl)-5-(4-chloro-phenyl)-4-methyl-1H-pyrazole-3-carboxylic acid ethyl ester I-4a (2.8 g, 7.46 mmol), N-bromosuccinimide (1.6 g, 8.95 mmol), AIBN (245 mg, 1.49 mmol) in CCl4 (60 ml) was heated under reflux for 17 hours. The reaction was cooled to room temperature, filtered to remove any solids, and concentrated under vacuum. The crude residue was purified via silica gel chromatography (Flash 40) using a solvent gradient of 10% EtOAc/hexanes to 20% EtOAc/hexanes to give... Starting materials: NC12CCC3CC(CC(C3)C1)C2, Cl, O, c1ccncc1, O=C(Cl)c1cnc2ccccc2n1. Product: O=C(NC12CCC3CC(CC(C3)C1)C2)c1cnc2ccccc2n1. Reaction SMILES: [CH:15]12[CH2:16][C:17]3([NH2:26])[CH2:18][CH2:19][CH:20]([CH2:21][CH:22]([CH2:23]1)[CH2:24]3)[CH2:25]2.[ClH:14].[OH2:33].[cH:27]1[cH:28][cH:29][n:30][cH:31][cH:32]1.[n:1]1[c:2]([C:11](=[O:12])[Cl:13])[cH:3][n:4][c:5]2[cH:6][cH:7][cH:8][cH:9][c:10]12>>[n:1]1[c:2]([C:11](=[O:12])[NH:26][C:17]23[CH2:16][CH:15]4[CH2:23][CH:22]([CH2:21][CH:20]([CH2:19][CH2:18]2)[CH2:25]4)[CH2:24]3)[cH:3][n:4][c:5]2[cH:6][cH:7][cH:8][cH:9][c:10]12. The reactants are O1C=C(C=C1)C(=O)O (3-furoic acid), FC(C(=O)OC(C(F)(F)F)=O)(F)F (trifluoroacetic anhydride), Cl.NC=1NC=CN1 (2-aminoimidazole hydrochloride). The solvent is O1CCCC1 (tetrahydrofuran), C(C)N(CC)CC (triethylamine), O1CCCC1 (tetrahydrofuran). Reaction conditions: time 30 minute. Yields the product C1(=CC=CC=C1)C(=O)NC=1NC=CN1 (2-phenylcarbonylaminoimidazole). RXN SMILES: O1[CH:5]=[CH:4][C:3]([C:6]([OH:8])=O)=[CH:2]1.F[C:10](F)(F)[C:11](OC(=O)C(F)(F)F)=O.Cl.[NH2:23][C:24]1[NH:25][CH:26]=[CH:27][N:28]=1>O1CCCC1.C(N(CC)CC)C>[C:3]1([C:6]([NH:23][C:24]2[NH:25][CH:26]=[CH:27][N:28]=2)=[O:8])[CH:4]=[CH:5][CH:11]=[CH:10][CH:2]=1 |f:2.3|. Procedure details: To a solution of 3-furoic acid in 50 ml. of tetrahydrofuran, there is added 10.5 g. of trifluoroacetic anhydride. To the resulting solution, after 30 minutes and at 20°-25°C., there is added 15 ml. of triethylamine and 4.1 g. of 2-aminoimidazole hydrochloride and 20 ml. of tetrahydrofuran. The thus-obtained reaction mixture is allowed to stand overnight at 20° -25°C., followed by concentration, dilution with water, filtration and recrystallization from methanol to yield 2-(3-furylcarbonylamino)-...